From a dataset of the Open Reaction Database (ORD), a public repository of structured organic reaction records. describe an organic reaction: reactants, conditions, products, and yield Reactants: [BH4-].[Na+] (NaBH4), S1C(=CC=2C=NC=CC21)C=O (thieno[3,2-c]pyridine-2-carbaldehyde), solution, CN (methylamine). The solvent is CO (methanol). Reaction conditions: temperature 0 celsius, time 8 hour. Product: CNCC1=CC=2C=NC=CC2S1 (Methyl-thieno[3,2-c]pyridin-2-ylmethyl-amine). The yield is 63.6%. Reaction SMILES: [S:1]1[C:9]2[CH:8]=[CH:7][N:6]=[CH:5][C:4]=2[CH:3]=[C:2]1[CH:10]=O.[CH3:12][NH2:13].[BH4-].[Na+]>CO>[CH3:12][NH:13][CH2:10][C:2]1[S:1][C:9]2[CH:8]=[CH:7][N:6]=[CH:5][C:4]=2[CH:3]=1 |f:2.3|. Reported procedure: A solution of thieno[3,2-c]pyridine-2-carbaldehyde (720 mg, 4.41 mmol) in a 2.0 M solution of methylamine in methanol (25 mL) was stirred at room temperature for S hours. After this time, the mixture was concentrated to dryness, dissolved in anhydrous methanol (10 mL) then cooled to 0° C. To this solution was added NaBH4 (167 mg, 4.41 mmol) in one portion. The mixture was allowed to warm to room temperature and stirred at this temperature overnight. The mixture was concentrated, dissolved in CH2... Reactants: COCCO, CNC(=O)c1ccccc1Nc1nc(Cl)ncc1Cl, Cl, CCN1C(=O)CCC(C)(C)c2cc(N)ccc21, C1COCCO1. Yields the product CCN1C(=O)CCC(C)(C)c2cc(Nc3ncc(Cl)c(Nc4ccccc4C(=O)NC)n3)ccc21. As a reaction SMILES: [CH3:44][O:45][CH2:46][CH2:47][OH:48].[Cl:1][c:2]1[n:3][cH:4][c:5]([Cl:19])[c:6]([NH:8][c:9]2[c:10]([C:11](=[O:12])[NH:13][CH3:14])[cH:15][cH:16][cH:17][cH:18]2)[n:7]1.[ClH:37].[NH2:20][c:21]1[cH:22][c:23]2[c:24]([cH:35][cH:36]1)[N:25]([CH2:33][CH3:34])[C:26](=[O:32])[CH2:27][CH2:28][C:29]2([CH3:30])[CH3:31].[O:38]1[CH2:39][CH2:40][O:41][CH2:42][CH2:43]1>>[c:2]1([NH:20][c:21]2[cH:22][c:23]3[c:24]([cH:35][cH:36]2)[N:25]([CH2:33][CH3:34])[C:26](=[O:32])[CH2:27][CH2:28][C:29]3([CH3:30])[CH3:31])[n:3][cH:4][c:5]([Cl:19])[c:6]([NH:8][c:9]2[c:10]([C:11](=[O:12])[NH:13][CH3:14])[cH:15][cH:16][cH:17][cH:18]2)[n:7]1. The reactants are O=Cc1cc(O)c(O)c([N+](=O)[O-])c1, N#CCC(=O)NCCCO. The product is N#CC(=Cc1cc(O)c(O)c([N+](=O)[O-])c1)C(=O)NCCCO. Reaction SMILES: [OH:11][c:12]1[cH:13][c:14]([CH:15]=[O:16])[cH:17][c:18]([N+:21](=[O:22])[O-:23])[c:19]1[OH:20].[OH:1][CH2:2][CH2:3][CH2:4][NH:5][C:6]([CH2:7][C:8]#[N:9])=[O:10]>>[OH:1][CH2:2][CH2:3][CH2:4][NH:5][C:6]([C:7]([C:8]#[N:9])=[CH:15][c:14]1[cH:13][c:12]([OH:11])[c:19]([OH:20])[c:18]([N+:21](=[O:22])[O-:23])[cH:17]1)=[O:10].